Dataset: the Open Reaction Database (ORD), a public repository of structured organic reaction records. Task: describe an organic reaction: reactants, conditions, products, and yield The reactants are C=O (CH2O), C(CCC)[Li] (n-butyl lithium), BrC1=CC\2=C(OCC3=C(/C2=C/CCN(C)C)C=CC=C3)C=C1 ((Z)-3-(2-bromo-6,11-dihydrodibenz[b,e]oxepin-11-ylidene)-N,N-dimethylpropylamine), Z-2-carboxylic acid, O1CCCC1 (tetrahydrofuran). The solvent is CCCCCC (hexane). Run at temperature -70 celsius, time 10 minute. Yields the product CN(CC\C=C\1/C2=C(OCC3=C1C=CC=C3)C=CC(=C2)C(=O)O)C ((Z)-11-(3-(Dimethylamino)propylidene)-6,11-dihydrodibenz[b,e]oxepin-2-carboxylic acid). Reaction SMILES: C([Li])CCC.Br[C:7]1[CH:27]=[CH:26][C:10]2[O:11][CH2:12][C:13]3[CH:25]=[CH:24][CH:23]=[CH:22][C:14]=3/[C:15](=[CH:16]/[CH2:17][CH2:18][N:19]([CH3:21])[CH3:20])/[C:9]=2[CH:8]=1.C=[O:29].[O:30]1[CH2:34]CCC1>CCCCCC>[CH3:20][N:19]([CH3:21])[CH2:18][CH2:17]/[CH:16]=[C:15]1\[C:9]2[CH:8]=[C:7]([C:34]([OH:30])=[O:29])[CH:27]=[CH:26][C:10]=2[O:11][CH2:12][C:13]2[CH:25]=[CH:24][CH:23]=[CH:22][C:14]\1=2. Procedure details: A solution of n-butyl lithium in hexane (1.6M, 3.5 mL) was added dropwise to a solution of 1.8 g. pure (Z)-3-(2-bromo-6,11-dihydrodibenz[b,e]oxepin-11-ylidene)-N,N-dimethylpropylamine in 100 mL of dry tetrahydrofuran at -70° C. under a nitrogen atmosphere. After the yellowish-orange solution was stirred at -70° C. for 10 minutes, gaseous carbon dioxide was bubbled through the reaction medium to give a pale yellow solution. The solution was allowed to warm gradually to room temperature and was th... Starting materials: CCn1c2ccc(C)cc2c2c3ccccc3ccc21, CC1OC(c2ccccc2)OCC1(C)[N+](=O)[O-], CCCCCC, ClCCl. Product: CCn1c2ccc(C=O)cc2c2c3ccccc3ccc21. As a reaction SMILES: [CH2:1]([CH3:2])[n:3]1[c:4]2[cH:5][cH:6][c:7]([CH3:20])[cH:8][c:9]2[c:10]2[c:11]3[c:12]([cH:13][cH:14][c:15]12)[cH:16][cH:17][cH:18][cH:19]3.[CH3:21][CH:22]1[O:23][CH:31]([c:32]2[cH:33][cH:34][cH:35][cH:36][cH:37]2)[O:30][CH2:29][C:24]1([CH3:25])[N+:26]([O-:27])=[O:28].[CH3:41][CH2:42][CH2:43][CH2:44][CH2:45][CH3:46].[Cl:38][CH2:39][Cl:40]>>[CH2:1]([CH3:2])[n:3]1[c:4]2[cH:5][cH:6][c:7]([CH:20]=[O:23])[cH:8][c:9]2[c:10]2[c:11]3[c:12]([cH:13][cH:14][c:15]12)[cH:16][cH:17][cH:18][cH:19]3. The product is ClC1=C(C=CC(=C1)O)C=1OC2=C(C(=CC(=C2C(C1)=O)O)O)[C@H]1[C@@H](N(CC1)C)CO ((±)-trans-2-(2-Chloro-4-hydroxy-phenyl)-5,7-dihydroxy-8-(2-hydroxymethyl-1-methyl-pyrrolidin-3-yl)-chromen-4-one). Reactants: ClC1=C(C=CC(=C1)OC)C=1OC2=C(C(=CC(=C2C(C1)=O)OC)OC)[C@H]1[C@@H](N(CC1)C)CO ((±)-trans-2-(2-Chloro-4-methoxy-phenyl)-8-(2-hydroxymethyl-1-methyl-pyrrolidin-3-yl)-5,7-dimethoxy-chromen-4-one), Cl.N1=CC=CC=C1 (pyridine hydrochloride). Reaction SMILES: [Cl:1][C:2]1[CH:7]=[C:6]([O:8]C)[CH:5]=[CH:4][C:3]=1[C:10]1[O:11][C:12]2[C:17]([C:18](=[O:20])[CH:19]=1)=[C:16]([O:21]C)[CH:15]=[C:14]([O:23]C)[C:13]=2[C@@H:25]1[CH2:29][CH2:28][N:27]([CH3:30])[C@H:26]1[CH2:31][OH:32].Cl.N1C=CC=CC=1>>[Cl:1][C:2]1[CH:7]=[C:6]([OH:8])[CH:5]=[CH:4][C:3]=1[C:10]1[O:11][C:12]2[C:17]([C:18](=[O:20])[CH:19]=1)=[C:16]([OH:21])[CH:15]=[C:14]([OH:23])[C:13]=2[C@@H:25]1[CH2:29][CH2:28][N:27]([CH3:30])[C@H:26]1[CH2:31][OH:32] |f:1.2|. Procedure: Compound of example 103 (0.25 g, 0.54 mmol) was demethylated using pyridine hydrochloride (4.0 g, 34.6 mmol) as described in example 17 to obtain the title compound.